Dataset: the Open Reaction Database (ORD), a public repository of structured organic reaction records. Task: describe an organic reaction: reactants, conditions, products, and yield Reactants: C1CCNC1, CCO, C=Cc1nc2cc([N+](=O)[O-])ccc2o1. The product is O=[N+]([O-])c1ccc2oc(CCN3CCCC3)nc2c1. Reaction SMILES: [CH2:15]1[CH2:16][CH2:17][NH:18][CH2:19]1.[CH3:20][CH2:21][OH:22].[N+:1](=[O:2])([O-:3])[c:4]1[cH:5][cH:6][c:7]2[c:8]([n:9][c:10]([CH:12]=[CH2:13])[o:11]2)[cH:14]1>>[N+:1](=[O:2])([O-:3])[c:4]1[cH:5][cH:6][c:7]2[c:8]([n:9][c:10]([CH2:12][CH2:13][N:18]3[CH2:17][CH2:16][CH2:15][CH2:19]3)[o:11]2)[cH:14]1.